This data is from the Open Reaction Database (ORD), a public repository of structured organic reaction records. The task is: describe an organic reaction: reactants, conditions, products, and yield Starting materials: CC(COC(=O)C1(CC=C(C=C1)C1=CC=CC=C1)O)CC (4-hydroxybiphenyl-4-carboxylic acid 2-methylbutyl ester), BrC(CCCCCCCCCCC)Br (dibromododecane), C([O-])([O-])=O.[K+].[K+] (potassium carbonate). Solvent: CC(=O)C (acetone). The product is CC(COC(=O)C1=CC=C(C=C1)C1=CC=CC=C1)CC (biphenyl-4-carboxylic acid 2-methylbutyl ester), 1d. Yield: 65.0%. Reaction SMILES: [CH3:1][CH:2]([CH2:20][CH3:21])[CH2:3][O:4][C:5]([C:7]1(O)[CH:12]=[CH:11][C:10]([C:13]2[CH:18]=[CH:17][CH:16]=[CH:15][CH:14]=2)=[CH:9][CH2:8]1)=[O:6].BrC(Br)CCCCCCCCCCC.C(=O)([O-])[O-].[K+].[K+]>CC(C)=O>[CH3:1][CH:2]([CH2:20][CH3:21])[CH2:3][O:4][C:5]([C:7]1[CH:12]=[CH:11][C:10]([C:13]2[CH:18]=[CH:17][CH:16]=[CH:15][CH:14]=2)=[CH:9][CH:8]=1)=[O:6] |f:2.3.4|. Reported procedure: 63 mmols (18 g) of the ester 1a obtained in Examples 1 and 2, 0.12 mol (39.4 g) of dibromododecane and 0.25 mol (34.6 g) of potassium carbonate were refluxed in 600 ml of acetone for 8 hours. The reaction mixture was filtered and the filtrate was concentrated, purified by column chromatography and recrystallized from ethanol to obtain 21.8 g (yield 65%) of 4'-12-bromodoecyloxy) biphenyl-4-carboxylic acid 2-methylbutyl ester {monobromo compound 1d, [α]23D=+2.85 (chloroform)}. Reactants: COc1cccc(CCN2C(=O)c3ccccc3C2=O)c1, [Cl-], [NH4+], C1CCOC1, [Li]c1cccs1. Product: COc1cccc(CCN2C(=O)c3ccccc3C2(O)c2cccs2)c1. Reaction SMILES: [CH3:1][O:2][c:3]1[cH:4][c:5]([CH2:9][CH2:10][N:11]2[C:12](=[O:21])[c:13]3[c:14]([cH:17][cH:18][cH:19][cH:20]3)[C:15]2=[O:16])[cH:6][cH:7][cH:8]1.[Cl-:28].[NH4+:29].[O:30]1[CH2:31][CH2:32][CH2:33][CH2:34]1.[s:22]1[c:23]([Li:27])[cH:24][cH:25][cH:26]1>>[CH3:1][O:2][c:3]1[cH:4][c:5]([CH2:9][CH2:10][N:11]2[C:12]([OH:21])([c:23]3[s:22][cH:26][cH:25][cH:24]3)[c:13]3[c:14]([cH:17][cH:18][cH:19][cH:20]3)[C:15]2=[O:16])[cH:6][cH:7][cH:8]1. The reactants are C1CCOC1, [Li]CCCC, CCCCCC, CC(C)=O, Cl, [NH4+], [OH-], O, O=S(=O)(Cl)Cl, c1ccc2occc2c1. Product: NS(=O)(=O)c1cc2ccccc2o1. RXN SMILES: [CH2:23]1[O:24][CH2:25][CH2:26][CH2:27]1.[CH3:10][CH2:11][CH2:12][CH2:13][Li:14].[CH3:28][CH2:29][CH2:30][CH2:31][CH2:32][CH3:33].[CH3:34][C:35](=[O:36])[CH3:37].[ClH:22].[NH4+:21].[OH-:20].[OH2:38].[S:15](=[O:16])(=[O:17])([Cl:18])[Cl:19].[o:1]1[c:2]2[c:3]([cH:4][cH:5]1)[cH:6][cH:7][cH:8][cH:9]2>>[o:1]1[c:2]2[c:3]([cH:4][c:5]1[S:15](=[O:16])(=[O:17])[NH2:21])[cH:6][cH:7][cH:8][cH:9]2. Starting materials: C(#N)CC(=O)NC(CCC)C1=CC=C(C=C1)OCCN(CC)CC (2-Cyano-N-(1-(4-(2-(diethylamino)ethoxy)phenyl)butyl)acetamide), O1CCN(CC1)CCOC1=CC=C(C=C1)C(CCC)N (1-(4-(2-Morpholinoethoxy)phenyl)butan-1-amine). Product: C(#N)CC(=O)NC(CCC)C1=CC=C(C=C1)OCCN1CCOCC1 (2-Cyano-N-(1-(4-(2-morpholinoethoxy)phenyl)butyl)acetamide). RXN SMILES: [C:1]([CH2:3][C:4]([NH:6][CH:7]([C:11]1[CH:16]=[CH:15][C:14]([O:17][CH2:18][CH2:19][N:20]([CH2:23][CH3:24])[CH2:21][CH3:22])=[CH:13][CH:12]=1)[CH2:8][CH2:9][CH3:10])=[O:5])#[N:2].[O:25]1CCN(CCOC2C=CC(C(N)CCC)=CC=2)CC1>>[C:1]([CH2:3][C:4]([NH:6][CH:7]([C:11]1[CH:12]=[CH:13][C:14]([O:17][CH2:18][CH2:19][N:20]2[CH2:23][CH2:24][O:25][CH2:22][CH2:21]2)=[CH:15][CH:16]=1)[CH2:8][CH2:9][CH3:10])=[O:5])#[N:2]. Reported procedure: The title compound was prepared by using a similar procedure as described for the preparation of 29 except that 1-(4-(2-morpholinoethoxy)phenyl)butan-1-amine (28) was used instead of 1-(4-(2-(diethylamino)ethoxy)phenyl)butan-1-amine (25). This produced a crude product which was purified by flash silica gel column chromatography, eluting with 4:96 mixture of methanol/dichloromethane, to give 32 (370 mg, 76%) as a clear oil: MS (ES+) m/z 346.2 (M+H)+. The reactants are COC=1C=C(C=C2CN(C(C12)=O)CC1=CC=C(C=C1)OC(F)(F)F)C=1CCN(CC1)C (7-Methoxy-5-(1-methyl-1,2,3,6-tetrahydro-pyridin-4-yl)-2-(4-trifluoromethoxy-benzyl)-2,3-dihydro-isoindol-1-one), [H][H] (hydrogen). Reagents/catalysts: [Pd] (palladium on carbon). The solvent is CO (methanol). Conditions: time 18 hour. Product: COC=1C=C(C=C2CN(C(C12)=O)CC1=CC=C(C=C1)OC(F)(F)F)C1CCN(CC1)C (7-Methoxy-5-(1-methyl-piperidin-4-yl)-2-(4-trifluoromethoxy-benzyl)-2,3-dihydro-isoindol-1-one). Yield: 41.4%. Reaction SMILES: [CH3:1][O:2][C:3]1[CH:4]=[C:5]([C:25]2[CH2:26][CH2:27][N:28]([CH3:31])[CH2:29][CH:30]=2)[CH:6]=[C:7]2[C:11]=1[C:10](=[O:12])[N:9]([CH2:13][C:14]1[CH:19]=[CH:18][C:17]([O:20][C:21]([F:24])([F:23])[F:22])=[CH:16][CH:15]=1)[CH2:8]2.[H][H]>CO.[Pd]>[CH3:1][O:2][C:3]1[CH:4]=[C:5]([CH:25]2[CH2:26][CH2:27][N:28]([CH3:31])[CH2:29][CH2:30]2)[CH:6]=[C:7]2[C:11]=1[C:10](=[O:12])[N:9]([CH2:13][C:14]1[CH:15]=[CH:16][C:17]([O:20][C:21]([F:22])([F:23])[F:24])=[CH:18][CH:19]=1)[CH2:8]2. Reported procedure: 7-Methoxy-5-(1-methyl-1,2,3,6-tetrahydro-pyridin-4-yl)-2-(4-trifluoromethoxy-benzyl)-2,3-dihydro-isoindol-1-one (17 mg, 0.040 mmol) was stirred in methanol for 20 minutes under argon before a small scoop of palladium on carbon was added and the reaction atmosphere was changed to hydrogen. The reaction was allowed to stir for 18 hours under hydrogen. The reaction was filtered and the solvent was removed under reduced pressure to yield 7.2 mg (42%) of a yellow oil. 1H NMR (300 MHz, CDCl3): δ 7.35 ... Starting materials: C1(=CC=CC2=CC=CC=C12)C1=C2C=CC=CC2=C(C2=CC=CC=C12)B(O)O ((10-(naphthalen-1-yl)anthracen-9-yl)boronic acid), FC(S(=O)(=O)OC1=CC2=CC(=CC=C2C=C1)OC)(F)F (7-methoxynaphthalen-2-yl trifluoromethane sulfonate), P(=O)([O-])([O-])[O-].[K+].[K+].[K+] (potassium phosphate), C=1(C)C(C)=CC(C)=CC1 (pseudo cumene). The reagents and catalysts are C=1C=CC(=CC1)[P](C=2C=CC=CC2)(C=3C=CC=CC3)[Pd]([P](C=4C=CC=CC4)(C=5C=CC=CC5)C=6C=CC=CC6)([P](C=7C=CC=CC7)(C=8C=CC=CC8)C=9C=CC=CC9)[P](C=1C=CC=CC1)(C=1C=CC=CC1)C=1C=CC=CC1 (Pd(PPh3)4). The solvent is O (water), CC(C)O (IPA), O (water). Yields the product COC1=CC=C2C=CC(=CC2=C1)C=1C2=CC=CC=C2C(=C2C=CC=CC12)C1=CC=CC2=CC=CC=C12 (9-(7-methoxynaphthalen-2-yl)-10-(naphthalen-1-yl)anthracene). Yield: 52.7%. As a reaction SMILES: [C:1]1([C:11]2[C:24]3[C:19](=[CH:20][CH:21]=[CH:22][CH:23]=3)[C:18](B(O)O)=[C:17]3[C:12]=2[CH:13]=[CH:14][CH:15]=[CH:16]3)[C:10]2[C:5](=[CH:6][CH:7]=[CH:8][CH:9]=2)[CH:4]=[CH:3][CH:2]=1.FC(F)(F)S(O[C:34]1[CH:43]=[CH:42][C:41]2[C:36](=[CH:37][C:38]([O:44][CH3:45])=[CH:39][CH:40]=2)[CH:35]=1)(=O)=O.P([O-])([O-])([O-])=O.[K+].[K+].[K+].C1(C(=CC(=CC=1)C)C)C>C1C=CC([P]([Pd]([P](C2C=CC=CC=2)(C2C=CC=CC=2)C2C=CC=CC=2)([P](C2C=CC=CC=2)(C2C=CC=CC=2)C2C=CC=CC=2)[P](C2C=CC=CC=2)(C2C=CC=CC=2)C2C=CC=CC=2)(C2C=CC=CC=2)C2C=CC=CC=2)=CC=1.O.CC(O)C>[CH3:45][O:44][C:38]1[CH:37]=[C:36]2[C:41]([CH:42]=[CH:43][C:34]([C:18]3[C:17]4[C:12]([C:11]([C:1]5[C:10]6[C:5](=[CH:6][CH:7]=[CH:8][CH:9]=6)[CH:4]=[CH:3][CH:2]=5)=[C:24]5[C:19]=3[CH:20]=[CH:21][CH:22]=[CH:23]5)=[CH:13][CH:14]=[CH:15][CH:16]=4)=[CH:35]2)=[CH:40][CH:39]=1 |f:2.3.4.5,^1:68,70,89,108|. Reported procedure: Under the nitrogen atmosphere, (10-(naphthalen-1-yl)anthracen-9-yl)boronic acid (25.1 g), 7-methoxynaphthalen-2-yl trifluoromethane sulfonate (24.3 g), Pd(PPh3)4 (0.9 g), potassium phosphate (30.6 g), and a mixture solvent (260 ml) of pseudo cumene, IPA, and water (pseudo cumene/IPA/water=8/4/1 (volume ratio)) were added to a flask and refluxed for 4.5 hours. Once the heating is completed, water was added. After cooling to room temperature, a solid was collected by suction filtration. The obtain... The reactants are FC1=CC=C(C=C1)[Mg]Br (4-fluorophenylmagnesium bromide), C1CCOC1 (THF), C(C)(=O)OCC.C1CCCCC1 (ethyl acetate cyclohexane). The product is FC1=CC=C(C=C1)C(CCO)(C)O (3-(4-fluorophenyl)butane-1,3-diol). As a reaction SMILES: [F:1][C:2]1[CH:7]=[CH:6][C:5]([Mg]Br)=[CH:4][CH:3]=1.[CH2:10]1[CH2:14][O:13][CH2:12][CH2:11]1.C(OCC)(=[O:17])C.C1CCCCC1>>[F:1][C:2]1[CH:7]=[CH:6][C:5]([C:10]([OH:17])([CH3:14])[CH2:11][CH2:12][OH:13])=[CH:4][CH:3]=1 |f:2.3|. Procedure: The molecular sieves were removed by filtration. At a temperature of −60° C. 13 mL of 0.83M 4-fluorophenylmagnesium bromide in THF (10.8 mmol, 2.00 eq) were added. The conversion was determined by TLC (eluent: ethyl acetate/cyclohexane 1+1). The reaction was quenched after 45 minutes by addition of 10 mL of 2.5M aqueous NaOH. The layers were separated and the organic layer was washed twice with 10 mL of 1M aqueous KHSO4, and once with 10 mL of sat. aqueous NaHCO3.